From a dataset of the Open Reaction Database (ORD), a public repository of structured organic reaction records. describe an organic reaction: reactants, conditions, products, and yield Reactants: BrC=1C=C2CN(C(C2=CC1)=O)[C@@H](C(=O)OC)C(C)C ((R)-Methyl 2-(5-bromo-1-oxoisoindolin-2-yl)-3-methylbutanoate), BrC1=CC(=C(C(=O)OC)C=C1)CBr (Methyl 4-bromo-2-(bromomethyl)benzoate), Cl.COC([C@@H](N)C)=O (alanine methyl ester hydrochloride). The product is BrC=1C=C2CN(C(C2=CC1)=O)[C@H](C(=O)OC)C ((S)-Methyl 2-(5-bromo-1-oxoisoindolin-2-yl)propanoate). As a reaction SMILES: [Br:1][C:2]1[CH:3]=[C:4]2[C:8](=[CH:9][CH:10]=1)[C:7](=[O:11])[N:6]([C@H:12]([CH:17](C)C)[C:13]([O:15][CH3:16])=[O:14])[CH2:5]2.BrC1C=CC(C(OC)=O)=C(CBr)C=1.Cl.COC(=O)[C@H](C)N>>[Br:1][C:2]1[CH:3]=[C:4]2[C:8](=[CH:9][CH:10]=1)[C:7](=[O:11])[N:6]([C@@H:12]([CH3:17])[C:13]([O:15][CH3:16])=[O:14])[CH2:5]2 |f:2.3|. Reported procedure: The compound of example 365 was prepared analogous to compound of example 359 by reaction of the compound of example 358 and alanine methyl ester hydrochloride. Reactants: OC1=C(C(=O)O)C=C(C=C1)O (2,5-dihydroxy benzoic acid), S(O)(O)(=O)=O (sulfuric acid), ice water. Run in C(C)(C)(C)O (tert-butylalcohol), C(C)(C)(C)O (Tert-butylalcohol). Run at temperature 50 celsius, time 30 minute. Yields the product C(C=1C(O)=CC=CC1)(=O)O (salicylic acid). As a reaction SMILES: [OH:1][C:2]1[CH:10]=[CH:9][C:8](O)=[CH:7][C:3]=1[C:4]([OH:6])=[O:5].S(=O)(=O)(O)O>C(O)(C)(C)C>[C:4]([OH:6])(=[O:5])[C:3]1[C:2](=[CH:10][CH:9]=[CH:8][CH:7]=1)[OH:1]. Procedure: One hundred g of 2,5-dihydroxy benzoic acid and 1,441 g of 80% sulfuric acid were heated to 50° C. and mixed. Tert-butylalcohol (144 g) was added to the dispersion liquid and stirred at 50° C. for 30 minutes. Thereafter, the operation, where 144 g of tert-butylalcohol was added to the dispersion liquid and stirred for 30 minutes, was performed 3 times. The reaction liquid was cooled to room temperature, and slowly added to 1 kg of ice water. The resultant precipitate was collected by filtration,... The reactants are CC(=O)OO, O=C1CC(C(=O)O)N1, CC(=O)[O-], CC(=O)O, CCOC(C)=O, [Na+], I[Ru]I, c1ccccc1. The product is CC(=O)OC1CC(=O)N1. As a reaction SMILES: [C:14]([O:15][OH:16])(=[O:17])[CH3:18].[C:1]([OH:2])(=[O:3])[CH:4]1[CH2:5][C:6](=[O:8])[NH:7]1.[CH3:10][C:11]([O-:12])=[O:13].[CH3:28][C:29](=[O:30])[OH:31].[CH3:32][CH2:33][O:34][C:35](=[O:36])[CH3:37].[Na+:9].[Ru:19]([I:20])[I:21].[cH:22]1[cH:23][cH:24][cH:25][cH:26][cH:27]1>>[CH:4]1([O:12][C:11]([CH3:10])=[O:13])[CH2:5][C:6](=[O:8])[NH:7]1.